This data is from the Open Reaction Database (ORD), a public repository of structured organic reaction records. The task is: describe an organic reaction: reactants, conditions, products, and yield Reactants: CN1N=C(C=C1)C=1OC(=CC1)[N+](=O)[O-] (1-methyl-3-(5-nitro-2-furyl)pyrazole), C1N2CN3CN1CN(C2)C3 (hexamethylenetetramine), FC(C(=O)O)(F)F (trifluoroacetic acid), 4-pyrazolylmethyleneammonium-salt, ice water, C([O-])([O-])=O.[Na+].[Na+] (sodium carbonate). Reaction conditions: time 15 minute. Product: CN1N=C(C(=C1)C=O)C=1OC(=CC1)[N+](=O)[O-] (1-methyl-3-(5-nitro-2-furyl)pyrazole-4-carboxaldehyde). The yield is 79.0%. As a reaction SMILES: [CH3:1][N:2]1[CH:6]=[CH:5][C:4]([C:7]2[O:8][C:9]([N+:12]([O-:14])=[O:13])=[CH:10][CH:11]=2)=[N:3]1.C1N2CN3CN(C2)CN1C3.FC(F)(F)[C:27](O)=[O:28].C(=O)([O-])[O-].[Na+].[Na+]>>[CH3:1][N:2]1[CH:6]=[C:5]([CH:27]=[O:28])[C:4]([C:7]2[O:8][C:9]([N+:12]([O-:14])=[O:13])=[CH:10][CH:11]=2)=[N:3]1 |f:3.4.5|. Procedure details: Heat 1.0 g of 1-methyl-3-(5-nitro-2-furyl)pyrazole together with 0.73 g of hexamethylenetetramine and 11.6 g of trifluoroacetic acid for 4.5 hours at boiling point. Add the resulting 4-pyrazolylmethyleneammonium-salt-containing solution to 31 ml of ice water. Stir the thus-obtained admixture for 15 minutes, and make it alkaline with concentrated sodium carbonate solution. Filter off the precipitate and wash it with water until it is neutral to obtain 1-methyl-3-(5-nitro-2-furyl)pyrazole-4-carbox... The reactants are O (water), FC1=C(OCC(=O)O)C=CC(=C1NCC1=C(C(=CC(=C1)C)C1=CC(=CC=C1)F)F)F (2-[2,4-difluoro-3-[[2-fluoro-3-(3-fluorophenyl)-5-methyl-phenyl]methylamino]phenoxy]acetic acid), C(=O)([O-])[O-].[Cs+].[Cs+] (Cs2CO3), BrCC(=O)OC(C)C (isopropyl bromoacetate). Run in CN(C)C=O (DMF). Reaction conditions: time 1 hour. Yields the product FC1=C(OCC(=O)OC(C)C)C=CC(=C1NCC1=C(C(=CC(=C1)C)C1=CC(=CC=C1)F)F)F (Isopropyl 2-[2,4-difluoro-3-[[2-fluoro-3-(3-fluorophenyl)-5-methyl-phenyl]methylamino]phenoxy]acetate). Isolated yield 80.9%. RXN SMILES: [F:1][C:2]1[C:12]([NH:13][CH2:14][C:15]2[CH:20]=[C:19]([CH3:21])[CH:18]=[C:17]([C:22]3[CH:27]=[CH:26][CH:25]=[C:24]([F:28])[CH:23]=3)[C:16]=2[F:29])=[C:11]([F:30])[CH:10]=[CH:9][C:3]=1[O:4][CH2:5][C:6]([OH:8])=[O:7].C([O-])([O-])=O.[Cs+].[Cs+].BrCC(O[CH:42]([CH3:44])[CH3:43])=O.O>CN(C=O)C>[F:1][C:2]1[C:12]([NH:13][CH2:14][C:15]2[CH:20]=[C:19]([CH3:21])[CH:18]=[C:17]([C:22]3[CH:27]=[CH:26][CH:25]=[C:24]([F:28])[CH:23]=3)[C:16]=2[F:29])=[C:11]([F:30])[CH:10]=[CH:9][C:3]=1[O:4][CH2:5][C:6]([O:8][CH:42]([CH3:44])[CH3:43])=[O:7] |f:1.2.3|. Procedure: A mixture of 2-[2,4-difluoro-3-[[2-fluoro-3-(3-fluorophenyl)-5-methyl-phenyl]methylamino]phenoxy]acetic acid (I(g)) (300 mg, 0.83 mmol, 1.0 eq) and Cs2CO3 (407 mg, 1.25 mmol, 1.5 eq) in DMF (5 mL) was stirred at room temperature for 1 h, then isopropyl bromoacetate (171 mg, 0.91 mmol, 1.1 eq) was added. The mixture was stirred at room temperature for 1 h. The resulting mixture was poured into water and extracted with EtOAc. The combined organic extracts were washed with water and brine, dried (N... Reactants: CO (methanol), O1COC2=C1C=CC(=C2)CC2=C(C(OC2(C2=CC(=C(C(=C2)OC)OC)OC)O)=O)C2=CC=C(C=C2)OC (4-benzo[1,3]dioxol-5-ylmethyl-5-hydroxy-3-(4-methoxy-phenyl)-5-(3,4,5-trimethoxy-phenyl)-5H-furan-2-one). Run in O (water). Run at time 16 hour. The product is O1COC2=C1C=CC(=C2)C\C(=C(/C(=O)O)\C2=CC=C(C=C2)OC)\C(C2=CC(=C(C(=C2)OC)OC)OC)=O ((E)-3-Benzo[1,3]dioxol-5-ylmethyl-2-(4-methoxy-phenyl)-4-oxo-4-(3,4,5-trimethoxy-phenyl)-but-2-enoic acid). Reaction SMILES: CO.[O:3]1[C:7]2[CH:8]=[CH:9][C:10]([CH2:12][C:13]3[C:17]([OH:30])([C:18]4[CH:23]=[C:22]([O:24][CH3:25])[C:21]([O:26][CH3:27])=[C:20]([O:28][CH3:29])[CH:19]=4)[O:16][C:15](=[O:31])[C:14]=3[C:32]3[CH:37]=[CH:36][C:35]([O:38][CH3:39])=[CH:34][CH:33]=3)=[CH:11][C:6]=2[O:5][CH2:4]1>O>[O:3]1[C:7]2[CH:8]=[CH:9][C:10]([CH2:12]/[C:13](/[C:17](=[O:30])[C:18]3[CH:23]=[C:22]([O:24][CH3:25])[C:21]([O:26][CH3:27])=[C:20]([O:28][CH3:29])[CH:19]=3)=[C:14](/[C:32]3[CH:33]=[CH:34][C:35]([O:38][CH3:39])=[CH:36][CH:37]=3)\[C:15]([OH:31])=[O:16])=[CH:11][C:6]=2[O:5][CH2:4]1. Reported procedure: To 250 mL methanol was added 4-benzo[1,3]dioxol-5-ylmethyl-5-hydroxy-3-(4-methoxy-phenyl)-5-(3,4,5-trimethoxy-phenyl)-5H-furan-2-one 4.0 g (7.89 mmol), giving solution. To the solution was added 250 mL water containing 15.8 mL 1.001N NaOH. The solution was irradiated with a Hanovia ultraviolet light contained in a quartz reactor (Ace Glass, Catalog 1200, #7840-180) for 16 hours at ambient temperature. The solution was evaporated in vacuo to remove the methanol. The residual aqueous solution was ... Reactants: CC=1SC2=C(N1)C=CC=1CCC(C12)CCNC(C)=O (Racemic N-[2-(2-methyl-7,8-dihydro-6H-indeno[5,4-d][1,3]thiazol-8-yl)ethyl]acetamide). The solvent is CCCCCC.C(C)O (hexane ethanol), CCCCCC.C(C)O (hexane ethanol). Product: CC=1SC2=C(N1)C=CC=1CC[C@H](C12)CCNC(C)=O ((S)—N-[2-(2-Methyl-7,8-dihydro-6H-indeno[5,4-d][1,3]thiazol-8-yl)ethyl]acetamide). Yield: 50.4%. RXN SMILES: [CH3:1][C:2]1[S:3][C:4]2[C:13]3[CH:12]([CH2:14][CH2:15][NH:16][C:17](=[O:19])[CH3:18])[CH2:11][CH2:10][C:9]=3[CH:8]=[CH:7][C:5]=2[N:6]=1>CCCCCC.C(O)C>[CH3:1][C:2]1[S:3][C:4]2[C:13]3[C@H:12]([CH2:14][CH2:15][NH:16][C:17](=[O:19])[CH3:18])[CH2:11][CH2:10][C:9]=3[CH:8]=[CH:7][C:5]=2[N:6]=1 |f:1.2|. Procedure: Racemic N-[2-(2-methyl-7,8-dihydro-6H-indeno[5,4-d][1,3]thiazol-8-yl)ethyl]acetamide (1.00 g) was fractionated by high performance liquid chromatography (instrument: Prep LC 2000 (manufactured by Nihon Waters K.K.), column: CHIRALPAK AD (50 mmID×500 mL, manufactured by Daicel Chemical Industries, Ltd.), mobile phase: hexane/ethanol=90/10, flow rate: 80 mL/min, column temperature: 30° C., sample concentration: 10 mg/mL (hexane/ethanol=90/10), injection weight: 500 mg×2). A fraction containing an ... Reactants: C1=CC=CC2=CC=CC=C12 (naphthalene), OO (hydrogen peroxide), mixture, S(O)(=O)(=O)F (fluorosulfuric acid), [Sb](F)(F)(F)(F)F (antimony pentafluoride). Solvent: S(=O)(=O)(Cl)F (sulfuryl chloride fluoride). The product is C1=C(C=CC2=CC=CC=C12)O (β-naphthol), C1(=CC=CC2=CC=CC=C12)O (α-naphthol). The yield is 4.4%. As a reaction SMILES: S(F)(=O)(=O)[OH:2].[Sb](F)(F)(F)(F)F.[CH:12]1[C:21]2[C:16](=[CH:17][CH:18]=[CH:19][CH:20]=2)[CH:15]=[CH:14][CH:13]=1.[OH:22]O>S(F)(Cl)(=O)=O>[CH:20]1[C:21]2[C:16](=[CH:15][CH:14]=[CH:13][CH:12]=2)[CH:17]=[CH:18][C:19]=1[OH:22].[C:20]1([OH:2])[C:21]2[C:16](=[CH:15][CH:14]=[CH:13][CH:12]=2)[CH:17]=[CH:18][CH:19]=1. Procedure: Using a 1:1 molar mixture of fluorosulfuric acid and antimony pentafluoride diluted with sulfuryl chloride fluoride, a solvent of low nucleophilicity, the reaction of naphthalene with hydrogen peroxide (90% solution) at temperatures between -78% and -70° C., gave 54.2% of β-naphthol with 4.4% of α-naphthol. About 6% of dihydroxynaphthalenes were also formed with only traces of polymeric material and 22% naphthalene was recovered. The yield of β-naphthol is 69% with an isomeric purity of 92.5%. S... Starting materials: ClC=1C=C(C=C2CCC(NC12)=O)C(C(C)Br)=O (8-Chloro-6-(α-bromopropionyl)-3,4-dihydrocarbostyril), NC1=NC=CC=C1 (2-aminopyridine). The solvent is C(C)#N (acetonitrile). Yields the product O.Br.ClC=1C=C(C=C2CCC(NC12)=O)C=1N=C2N(C=CC=C2)C1C.ClC=1C=C(C=C2CCC(NC12)=O)C=1N=C2N(C=CC=C2)C1C.Br (8-chloro-6-(3-methylimidazo[1,2-a]-pyridine-2-yl)-3,4-dihydrocarbostyril monohydrobromide hemihydrate). Isolated yield 81.0%. RXN SMILES: [Cl:1][C:2]1[CH:3]=[C:4]([C:13](=O)[CH:14]([Br:16])[CH3:15])[CH:5]=[C:6]2[C:11]=1[NH:10][C:9](=[O:12])[CH2:8][CH2:7]2.[NH2:18][C:19]1[CH:24]=[CH:23][CH:22]=[CH:21][N:20]=1>C(#N)C>[OH2:12].[BrH:16].[Cl:1][C:2]1[CH:3]=[C:4]([C:13]2[N:18]=[C:19]3[CH:24]=[CH:23][CH:22]=[CH:21][N:20]3[C:14]=2[CH3:15])[CH:5]=[C:6]2[C:11]=1[NH:10][C:9](=[O:12])[CH2:8][CH2:7]2.[Cl:1][C:2]1[CH:3]=[C:4]([C:13]2[N:18]=[C:19]3[CH:24]=[CH:23][CH:22]=[CH:21][N:20]3[C:14]=2[CH3:15])[CH:5]=[C:6]2[C:11]=1[NH:10][C:9](=[O:12])[CH2:8][CH2:7]2.[BrH:16] |f:3.4.5.6.7|. Procedure: 8-Chloro-6-(α-bromopropionyl)-3,4-dihydrocarbostyril (4 g), 2-aminopyridine (3.57 g) and acetonitrile (20 ml) were refluxed for 3 hours. The reaction mixture was concentrated to dryness and the residue (oily product) was washed with water. Then, the residue was dissolved in acetone and 48% hydrobromic acid was added to the solution to adjust pH to about 1 and crystals which formed were crystallized by filtration. The crude crystals thus obtained were recrystallized from water to give 2.74 g of 8... Starting materials: CO, Cl, [Li+], C1CCOC1, [OH-], O, O, COC(=O)CCc1oc(Cc2ccc(OCc3nc(-c4ccco4)oc3C)cc2)nc1-c1ccccc1. The product is Cc1oc(-c2ccco2)nc1COc1ccc(Cc2nc(-c3ccccc3)c(CCC(=O)O)o2)cc1. As a reaction SMILES: [CH3:47][OH:48].[ClH:46].[Li+:40].[O:41]1[CH2:42][CH2:43][CH2:44][CH2:45]1.[OH-:39].[OH2:38].[OH2:49].[o:1]1[c:2](-[c:6]2[o:7][c:8]([CH3:37])[c:9]([CH2:11][O:12][c:13]3[cH:14][cH:15][c:16]([CH2:17][c:18]4[o:19][c:20]([CH2:29][CH2:30][C:31](=[O:32])[O:33][CH3:34])[c:21](-[c:23]5[cH:24][cH:25][cH:26][cH:27][cH:28]5)[n:22]4)[cH:35][cH:36]3)[n:10]2)[cH:3][cH:4][cH:5]1>>[o:1]1[c:2](-[c:6]2[o:7][c:8]([CH3:37])[c:9]([CH2:11][O:12][c:13]3[cH:14][cH:15][c:16]([CH2:17][c:18]4[o:19][c:20]([CH2:29][CH2:30][C:31](=[O:32])[OH:33])[c:21](-[c:23]5[cH:24][cH:25][cH:26][cH:27][cH:28]5)[n:22]4)[cH:35][cH:36]3)[n:10]2)[cH:3][cH:4][cH:5]1.